From a dataset of the Open Reaction Database (ORD), a public repository of structured organic reaction records. describe an organic reaction: reactants, conditions, products, and yield The reactants are ClC=1SC(=CC1)CCl (2-chloro-5-chloromethyl thiophene), C([O-])([O-])=O.[K+].[K+] (potassium carbonate), [I-].[Na+] (sodium iodide), BrC1=CC=C(C=C1)O (4-bromophenol). The solvent is CN(C)C=O (DMF), O (water). Reaction conditions: temperature 90 celsius, time 6 hour. The product is ClC1=CC=C(S1)COC1=CC=C(C=C1)Br (4-bromophenyl (5-chloro-2-thienyl)methyl ether). The yield is 69.4%. Reaction SMILES: [Br:1][C:2]1[CH:7]=[CH:6][C:5]([OH:8])=[CH:4][CH:3]=1.C(=O)([O-])[O-].[K+].[K+].[I-].[Na+].[Cl:17][C:18]1[S:19][C:20]([CH2:23]Cl)=[CH:21][CH:22]=1>CN(C=O)C.O>[Cl:17][C:18]1[S:19][C:20]([CH2:23][O:8][C:5]2[CH:6]=[CH:7][C:2]([Br:1])=[CH:3][CH:4]=2)=[CH:21][CH:22]=1 |f:1.2.3,4.5|. Procedure details: In DMF (75 ml) was dissolved 4-bromophenol (7.5 g). To the mixture were added at room temperature potassium carbonate (7.2 g) and sodium iodide (6.5 g) and then was added dropwise 2-chloro-5-chloromethyl thiophene (6.5 g), and the mixture was stirred at 90° C. for 6 hours and cooled to room temperature. The reaction mixture was added to water, and the mixture was extracted with ethyl acetate, washed with saturated brine and dried with magnesium sulfate. Under reduced pressure, the solvent was ev... The reactants are ClC1=CC=C2CC(C(C2=C1Cl)=O)N1C(=NC=C1)C(=O)N (1-(6,7-dichloro-1-oxo-2-indanyl)imidazole-2-carboxamide), CO (methanol). The yield is 39.6%. The solvent is Cl (hydrochloride), Cl (hydrochloric acid). Reaction SMILES: [Cl:1][C:2]1[C:10]([Cl:11])=[C:9]2[C:5]([CH2:6][CH:7]([N:13]3[CH:17]=[CH:16][N:15]=[C:14]3[C:18]([NH2:20])=[O:19])[C:8]2=O)=[CH:4][CH:3]=1.CO>Cl>[Cl:11][C:10]1[C:9]2[C:8]3[NH:20][C:18](=[O:19])[C:14]4[N:13]([CH:17]=[CH:16][N:15]=4)[C:7]=3[CH2:6][C:5]=2[CH:4]=[CH:3][C:2]=1[Cl:1]. The product is ClC1=C(C=CC=2CC3=C(NC(C=4N3C=CN4)=O)C12)Cl (6,7-dichloro-5H, 10H-imidazo[1,2-a]indeno[1,2-e]pyrazin-4-one). Reported procedure: The procedure is carried out as in Example 14 but starting with 0.26 g of 1-(6,7-dichloro-1-oxo-2-indanyl)imidazole-2-carboxamide, 80 ml of methanol and 20 ml of hydrochloric acid (12N). 97 mg of 6,7-dichloro-5H, 10H-imidazo[1,2-a]indeno[1,2-e]pyrazin-4-one are thus obtained in hydrochloride form which melt at a temperature greater than 260° C. (analysis: % calculated C: 49.35, H: 2.44, Cl: 29.88, N: 13.28, % found C: 49.40, H: 2.10, Cl: 29.90, N: 13.10).